Dataset: the Open Reaction Database (ORD), a public repository of structured organic reaction records. Task: describe an organic reaction: reactants, conditions, products, and yield Starting materials: [Li]CCCC, COC(=O)Cc1ccc(SC)c(Cl)c1, CN1CCCN(C)C1=O, CC(C)NC(C)C, ICC1CCC2(C1)OCCCO2, C1CCOC1. Yields the product COC(=O)C(CC1CCC2(C1)OCCCO2)c1ccc(SC)c(Cl)c1. Reaction SMILES: [CH2:8]([Li:9])[CH2:10][CH2:11][CH3:12].[CH3:13][O:14][C:15]([CH2:16][c:17]1[cH:18][c:19]([Cl:25])[c:20]([S:23][CH3:24])[cH:21][cH:22]1)=[O:26].[CH3:44][N:45]1[CH2:46][CH2:47][CH2:48][N:49]([CH3:50])[C:51]1=[O:52].[CH:1]([NH:2][CH:3]([CH3:4])[CH3:5])([CH3:6])[CH3:7].[I:27][CH2:28][CH:29]1[CH2:30][C:31]2([CH2:32][CH2:33]1)[O:34][CH2:35][CH2:36][CH2:37][O:38]2.[O:39]1[CH2:40][CH2:41][CH2:42][CH2:43]1>>[CH3:13][O:14][C:15]([CH:16]([c:17]1[cH:18][c:19]([Cl:25])[c:20]([S:23][CH3:24])[cH:21][cH:22]1)[CH2:28][CH:29]1[CH2:30][C:31]2([CH2:32][CH2:33]1)[O:34][CH2:35][CH2:36][CH2:37][O:38]2)=[O:26]. Reaction SMILES: [CH3:12][C:13]([CH3:14])([CH3:15])[NH2:16].[CH:17]([OH:18])([CH3:19])[CH3:20].[Cl:1][c:2]1[n:3][c:4]2[c:5]([c:6]([Cl:8])[n:7]1)[CH2:9][CH2:10][CH2:11]2>>[Cl:1][c:2]1[n:3][c:4]2[c:5]([c:6]([NH:16][C:13]([CH3:12])([CH3:14])[CH3:15])[n:7]1)[CH2:9][CH2:10][CH2:11]2. Starting materials: CC(C)(C)N, CC(C)O, Clc1nc(Cl)c2c(n1)CCC2. Yields the product CC(C)(C)Nc1nc(Cl)nc2c1CCC2. The reactants are FC=1C(=NC(NC1)=O)N (5-Fluorocytosine), stannic chloride, ice, C([O-])(O)=O.[Na+] (sodium bicarbonate), C([O-])(O)=O.[Na+] (sodium bicarbonate), hexyamethyl-disilazane, C(Cl)Cl (methylene chloride), C(C)(=O)O[C@H]1[C@H](OC(C)=O)[C@H](OC(C)=O)[C@H](O1)C (1,2,3-tri-O-acetyl-5-deoxy-β-D-ribofuranose). Run in O (water), C1(=CC=CC=C1)C (toluene). Run at temperature 100 celsius, time 2 hour. Yields the product C(C)(=O)O[C@H]1[C@@H](O[C@@H]([C@H]1OC(C)=O)C)N1C(=O)N=C(N)C(=C1)F (2′,3′-Di-O-acetyl-5′-deoxy-5-fluorocytidine). Yield: 71.8%. Reaction SMILES: [F:1][C:2]1[C:3]([NH2:9])=[N:4][C:5](=[O:8])[NH:6][CH:7]=1.C(Cl)Cl.C(O[C@@H:17]1[O:29][C@H:28]([CH3:30])[C@@H:23]([O:24][C:25](=[O:27])[CH3:26])[C@H:18]1[O:19][C:20](=[O:22])[CH3:21])(=O)C.C(=O)(O)[O-].[Na+]>C1(C)C=CC=CC=1.O>[C:20]([O:19][C@@H:18]1[C@H:23]([O:24][C:25](=[O:27])[CH3:26])[C@@H:28]([CH3:30])[O:29][C@H:17]1[N:6]1[CH:7]=[C:2]([F:1])[C:3]([NH2:9])=[N:4][C:5]1=[O:8])(=[O:22])[CH3:21] |f:3.4|. Procedure details: 5-Fluorocytosine (2.42 g, 18.8 mmol) was suspended in toluene (10 ml) and hexyamethyl-disilazane (3.03 g, 18.8 mmol). The mixture was heated at 100° C. overnight. After concentrating the reaction mixture under reduced pressure, methylene chloride (30 ml) and 5-deoxy-1,2,3-tri-O-Acetyl-β-D-ribofuranoside (4) (5.16 g, 18.8 mmol) were added to the residue. Then, anhydrous stannic chloride (4.90 g, 18.8 mmol) was added dropwise to the ice-cooled reaction mixture over a period of 20 min. After stirri... The reactants are NC=1C=C(C=NC1)C(=O)C1=CN(C=2N=CN=CC21)COCC[Si](C)(C)C ((5-Amino-pyridin-3-yl)-[7-(2-trimethylsilanyl-ethoxymethyl)-7H-pyrrolo[2,3-d]pyrimidin-5-yl]-methanone), C(#N)C1=CC=C(C=C1)CC(=O)O (4-cyanophenylacetic acid). Yields the product C(#N)C1=CC=C(C=C1)CC(=O)NC=1C=NC=C(C1)C(=O)C1=CN(C=2N=CN=CC21)COCC[Si](C)(C)C (2-(4-Cyano-phenyl)-N-{5-[7-(2-trimethylsilanyl-ethoxymethyl)-7H-pyrrolo[2,3-d]pyrimidine-5-carbonyl]-pyridin-3-yl}-acetamide). RXN SMILES: [NH2:1][C:2]1[CH:3]=[C:4]([C:8]([C:10]2[C:18]3[CH:17]=[N:16][CH:15]=[N:14][C:13]=3[N:12]([CH2:19][O:20][CH2:21][CH2:22][Si:23]([CH3:26])([CH3:25])[CH3:24])[CH:11]=2)=[O:9])[CH:5]=[N:6][CH:7]=1.[C:27]([C:29]1[CH:34]=[CH:33][C:32]([CH2:35][C:36](O)=[O:37])=[CH:31][CH:30]=1)#[N:28]>>[C:27]([C:29]1[CH:34]=[CH:33][C:32]([CH2:35][C:36]([NH:1][C:2]2[CH:7]=[N:6][CH:5]=[C:4]([C:8]([C:10]3[C:18]4[CH:17]=[N:16][CH:15]=[N:14][C:13]=4[N:12]([CH2:19][O:20][CH2:21][CH2:22][Si:23]([CH3:26])([CH3:25])[CH3:24])[CH:11]=3)=[O:9])[CH:3]=2)=[O:37])=[CH:31][CH:30]=1)#[N:28]. Procedure details: The title compound was prepared according to the method described for Example 1 using (5-Amino-pyridin-3-yl)-[7-(2-trimethylsilanyl-ethoxymethyl)-7H-pyrrolo[2,3-d]pyrimidin-5-yl]-methanone (Preparation 103) and 4-cyanophenylacetic acid to afford the title compound as an off-white solid in 71% yield, 235 mg. Starting materials: [K+].[Br-] (KBr), ClC=1C=C(C=CC1)C(CNC(CC1=CC2=C(OC(O2)(C(=O)O)C(=O)O)C=C1)C)O (5-{2-[2-(3-chloro-phenyl)-2-hydroxy-ethylamino]-propyl}-benzo[1,3]dioxole-2,2-dicarboxylic acid), C1(CCC1)CO (cyclobutylmethanol), Cl (HCl). Solvent: C(Cl)(Cl)Cl (CHCl3). Yields the product C1(CCC1)COC(=O)C1(OC2=C(O1)C=CC(=C2)CC(C)NCC(O)C2=CC(=CC=C2)Cl)C(=O)OCC2CCC2 (5-{2-[2-(3-Chloro-phenyl)-2-hydroxy-ethylamino]-propyl}-benzo[1,3]dioxole-2,2-dicarboxylic acid bis-cyclobutylmethyl ester). RXN SMILES: [Cl:1][C:2]1[CH:3]=[C:4]([CH:8]([OH:29])[CH2:9][NH:10][CH:11]([CH3:28])[CH2:12][C:13]2[CH:27]=[CH:26][C:16]3[O:17][C:18]([C:23]([OH:25])=[O:24])([C:20]([OH:22])=[O:21])[O:19][C:15]=3[CH:14]=2)[CH:5]=[CH:6][CH:7]=1.[CH:30]1([CH2:34]O)[CH2:33][CH2:32][CH2:31]1.Cl.[K+].[Br-]>C(Cl)(Cl)Cl>[CH:30]1([CH2:34][O:24][C:23]([C:18]2([C:20]([O:22][CH2:34][CH:30]3[CH2:33][CH2:32][CH2:31]3)=[O:21])[O:17][C:16]3[CH:26]=[CH:27][C:13]([CH2:12][CH:11]([NH:10][CH2:9][CH:8]([C:4]4[CH:5]=[CH:6][CH:7]=[C:2]([Cl:1])[CH:3]=4)[OH:29])[CH3:28])=[CH:14][C:15]=3[O:19]2)=[O:25])[CH2:33][CH2:32][CH2:31]1 |f:3.4|. Reported procedure: The title compound was prepared from 5-{2-[2-(3-chloro-phenyl)-2-hydroxy-ethylamino]-propyl}-benzo[1,3]dioxole-2,2-dicarboxylic acid and cyclobutylmethanol according to the procedure of Example 30 as an off-white solid (HCl salt); 1H NMR (CDCl3) δ 1.32 (d, J=6.5 Hz, 3H), 1.85 (m, 8H), 2.05 (m, 4H), 2.69 (m, 2H), 2.80 (m, 1H), 3.19 (m, 2H), 3.48 (m, 2H), 4.10 (s, 4H), 5.50 (bd, 1H), 5.70 (bs, 1H), 6.80 (m, 3H), 7.25 (m, 2H), 7.45 (s, 1H), 8.70 (bs, 1H), 10.10 (bs, 1H); IR (KBr): 1759, 1779 cm-1 (... The solvent is O1CCOCC1 (1,4-dioxane). The reactants are C(#N)CCN(CCC#N)CCCC1OCC2(CO1)COC(OC2)CCCN(CCC#N)CCC#N (N,N,N′,N′-tetrakis(2-cyanoethyl)-3,9-bis(aminopropyl)-2,4,8,10-tetraoxaspiro[5.5]undecane), [H][H] (hydrogen). Reaction SMILES: [C:1]([CH2:3][CH2:4][N:5]([CH2:10][CH2:11][CH2:12][CH:13]1[O:18][CH2:17][C:16]2([CH2:23][O:22][CH:21]([CH2:24][CH2:25][CH2:26][N:27]([CH2:32][CH2:33][C:34]#[N:35])[CH2:28][CH2:29][C:30]#[N:31])[O:20][CH2:19]2)[CH2:15][O:14]1)[CH2:6][CH2:7][C:8]#[N:9])#[N:2].[H][H]>O1CCOCC1>[NH2:2][CH2:1][CH2:3][CH2:4][N:5]([CH2:10][CH2:11][CH2:12][CH:13]1[O:18][CH2:17][C:16]2([CH2:23][O:22][CH:21]([CH2:24][CH2:25][CH2:26][N:27]([CH2:28][CH2:29][CH2:30][NH2:31])[CH2:32][CH2:33][CH2:34][NH2:35])[O:20][CH2:19]2)[CH2:15][O:14]1)[CH2:6][CH2:7][CH2:8][NH2:9]. Procedure details: 5.00 g of N,N,N′,N′-tetrakis(2-cyanoethyl)-3,9-bis(aminopropyl)-2,4,8,10-tetraoxaspiro[5.5]undecane, 0.50 g of Raney Co and 50 mL of 1,4-dioxane were charged in an autoclave and a hydrogenation reaction was carried out at an initial hydrogen pressure of 8.0 MPa at 180° C. for 2 hours. After the catalyst was removed by filtration, the obtained filtrate was concentrated to dryness to give 5.01 g of the title compound as a pale red oil. Yield: 97.0%. Yields the product NCCCN(CCCN)CCCC1OCC2(CO1)COC(OC2)CCCN(CCCN)CCCN (N,N,N′,N′-tetrakis(3-aminopropyl)-3,9-bis(aminopropyl)-2,4,8,10-tetraoxaspiro[5.5]undecane).